From a dataset of the Open Reaction Database (ORD), a public repository of structured organic reaction records. describe an organic reaction: reactants, conditions, products, and yield The reactants are C(C)(=O)C1=CC=NC=C1 (4-acetylpyridine), C1(CCC1)C(=O)NN (cyclobutanecarboxylic acid hydrazide). The solvent is C(C)O (ethanol). Yields the product N1=CC=C(C=C1)C(C)=NNC(=O)C1CCC1 (cyclobutanecarboxylic acid [1-(4-pyridinyl)ethylidene]hydrazide). Yield: 26.9%. As a reaction SMILES: [C:1]([C:4]1[CH:9]=[CH:8][N:7]=[CH:6][CH:5]=1)(=O)[CH3:2].[CH:10]1([C:14]([NH:16][NH2:17])=[O:15])[CH2:13][CH2:12][CH2:11]1>C(O)C>[N:7]1[CH:8]=[CH:9][C:4]([C:1](=[N:17][NH:16][C:14]([CH:10]2[CH2:13][CH2:12][CH2:11]2)=[O:15])[CH3:2])=[CH:5][CH:6]=1. Procedure: A mixture of 6.06 gm (0.05 mole) of 4-acetylpyridine, 5.7 gm (0.05 mole) of cyclobutanecarboxylic acid hydrazide, and 100 ml of absolute ethanol is refluxed 5 hours. The reaction mixture is evaporated in vacuo to give a solid. The product is crystallized from ethanol/ethylacetate/diethylether to give 2.92 gm (27%) of the title compound; mp 138.6°. Starting materials: C(C1=CC=CC=C1)C1=C(C=C2C=C(C(OC2=C1)C(F)(F)F)C(=O)O)Cl (7-benzyl-6-chloro-2-(trifluoromethyl)-2H-chromene-3-carboxylic acid). Solvent: CO (MeOH). The product is C(C1=CC=CC=C1)C1=C(C=C2C=C([C@@H](OC2=C1)C(F)(F)F)C(=O)O)Cl ((2R)-7-benzyl-6-chloro-2-(trifluoromethyl)-2H-chromene-3-carboxylic acid). Reaction SMILES: [CH2:1]([C:8]1[CH:17]=[C:16]2[C:11]([CH:12]=[C:13]([C:22]([OH:24])=[O:23])[CH:14]([C:18]([F:21])([F:20])[F:19])[O:15]2)=[CH:10][C:9]=1[Cl:25])[C:2]1[CH:7]=[CH:6][CH:5]=[CH:4][CH:3]=1>CO>[CH2:1]([C:8]1[CH:17]=[C:16]2[C:11]([CH:12]=[C:13]([C:22]([OH:24])=[O:23])[C@H:14]([C:18]([F:20])([F:21])[F:19])[O:15]2)=[CH:10][C:9]=1[Cl:25])[C:2]1[CH:3]=[CH:4][CH:5]=[CH:6][CH:7]=1. Procedure: A racemic mixture of the compound prepared in Example 9k, Step 3 was chirally resolved using the same protocol as for Example 9d, Step 1 as peak 2 with retention time 5.76 min: ESHRMS m/z 367.0343 (M−H, C20H11ClF3O3, Calc'd 367.0329). 1HNMR (DMSO-d6/400 MHz) 13.34 (brs, 1H), 7.81 (s, 1H), 7.61 (s, 1H), 7.25-7.29 (m, 2H), 7.17-7.19 (m, 3H), 6.99 (s, 1H), 5.89 (q, 1H, J=7.1 Hz), 4.00 (s, 2H). [□]25589=+2.0 in MeOH.